From a dataset of the Open Reaction Database (ORD), a public repository of structured organic reaction records. describe an organic reaction: reactants, conditions, products, and yield Solvent: CO (methanol), O (Water), O1CCCC1 (tetrahydrofuran). Reaction SMILES: [C:1]1([CH:7]=O)[CH2:6][CH2:5][CH2:4][CH2:3][CH:2]=1.C(O)(=O)C.C(O[BH-](OC(=O)C)OC(=O)C)(=O)C.[Na+].[Cl:27][C:28]1[CH:33]=[CH:32][CH:31]=[C:30]([C:34]([F:37])([F:36])[F:35])[C:29]=1[CH2:38][N:39]1[CH2:43][C@@H:42]([CH3:44])[C@@:41]([CH2:54][C:55]([OH:57])=[O:56])([C:45](=[O:53])[NH:46][CH:47]2[CH2:52][CH2:51][NH:50][CH2:49][CH2:48]2)[CH2:40]1>O1CCCC1.CO.O>[Cl:27][C:28]1[CH:33]=[CH:32][CH:31]=[C:30]([C:34]([F:35])([F:37])[F:36])[C:29]=1[CH2:38][N:39]1[CH2:43][C@@H:42]([CH3:44])[C@@:41]([CH2:54][C:55]([OH:57])=[O:56])([C:45](=[O:53])[NH:46][CH:47]2[CH2:48][CH2:49][N:50]([CH2:7][C:1]3[CH2:6][CH2:5][CH2:4][CH2:3][CH:2]=3)[CH2:51][CH2:52]2)[CH2:40]1 |f:2.3|. Product: ClC1=C(C(=CC=C1)C(F)(F)F)CN1C[C@@]([C@@H](C1)C)(C(NC1CCN(CC1)CC1=CCCCC1)=O)CC(=O)O (2-[(3R*,4S*)-1-{[2-Chloro-6-(trifluoromethyl)phenyl]methyl}-3-{[1-(cyclohex-1-en-1-ylmethyl)piperidin-4-yl]carbamoyl}-4-methylpyrrolidin-3-yl]acetic acid). Procedure details: Cyclohex-1-ene-1-carbaldehyde (423 μl, 3.73 mmol), acetic acid (300 μl) and sodium triacetoxyborohydride (789 mg, 3.73 mmol) were added to a solution of the mixture of 2-[(3R*,4S*)-1-{[2-chloro-6-(trifluoromethyl)phenyl]methyl}-4-methyl-3-[(piperidin-4-yl)carbamoyl]pyrrolidin-3-yl]acetic acid obtained by the method of Example 3d (344 mg, 0.745 mmol) in tetrahydrofuran (dehydrated) (10 mL), followed by stirring overnight. Water and methanol were added to the reaction liquid, which was concentrate... Starting materials: C1(=CCCCC1)C=O (Cyclohex-1-ene-1-carbaldehyde), C(C)(=O)O (acetic acid), C(C)(=O)O[BH-](OC(C)=O)OC(C)=O.[Na+] (sodium triacetoxyborohydride), ClC1=C(C(=CC=C1)C(F)(F)F)CN1C[C@@]([C@@H](C1)C)(C(NC1CCNCC1)=O)CC(=O)O (2-[(3R*,4S*)-1-{[2-chloro-6-(trifluoromethyl)phenyl]methyl}-4-methyl-3-[(piperidin-4-yl)carbamoyl]pyrrolidin-3-yl]acetic acid). Conditions: time 8 hour. Yield: 43.4%. Reactants: Cl.OC1=CC=C2C[C@H](NCC2=C1)C(=O)OC ((S)-methyl 7-hydroxy-1,2,3,4-tetrahydroisoquinoline-3-carboxylate hydrochloride), C(C)(C)(C)[Si](C)(C)Cl (tert-butylchlorodimethylsilane). The product is [Si](C)(C)(C(C)(C)C)OC1=CC=C2C[C@H](NCC2=C1)C(=O)OC ((S)-methyl 7-(tert-butyldimethylsilyloxy)-1,2,3,4-tetrahydroisoquinoline-3-carboxylate). The yield is 87.0%. RXN SMILES: Cl.[OH:2][C:3]1[CH:12]=[C:11]2[C:6]([CH2:7][C@@H:8]([C:13]([O:15][CH3:16])=[O:14])[NH:9][CH2:10]2)=[CH:5][CH:4]=1.[C:17]([Si:21](Cl)([CH3:23])[CH3:22])([CH3:20])([CH3:19])[CH3:18]>>[Si:21]([O:2][C:3]1[CH:12]=[C:11]2[C:6]([CH2:7][C@@H:8]([C:13]([O:15][CH3:16])=[O:14])[NH:9][CH2:10]2)=[CH:5][CH:4]=1)([C:17]([CH3:20])([CH3:19])[CH3:18])([CH3:23])[CH3:22] |f:0.1|. Reported procedure: Prepared as in Example 12-1c from (S)-methyl 7-hydroxy-1,2,3,4-tetrahydroisoquinoline-3-carboxylate hydrochloride (Example 13-1c) and tert-butylchlorodimethylsilane. Yield 87%, yellow oil. MS 322 (MH+). The reactants are 638, BrC1=C2C=CC=CC2=C(C=2C3=C(SC21)C=CC=C3)C3=CC(=C(C(=C3)C(C)C)O)C(C)C (4-(6-bromo-benzo[b]naphtho[2,3-d]thiophen-11-yl)-2,6-diisopropyl-phenol), O[C@H](C(=O)OC)CC1=CC=CC=C1 ((S)-2-Hydroxy-3-phenylpropionic acid, methyl ester), 636. The product is BrC1=C2C=CC=CC2=C(C=2C3=C(SC21)C=CC=C3)C3=CC(=C(O[C@@H](C(=O)O)CC2=CC=CC=C2)C(=C3)C(C)C)C(C)C ((2R)-2-[4-(6-Bromo-benzo[b]naphtho[2,3-d]thiophen-11-yl)-2,6-diisopropyl-phenoxy)-3-phenyl-propionic acid). RXN SMILES: [Br:1][C:2]1[C:14]2[S:13][C:12]3[CH:15]=[CH:16][CH:17]=[CH:18][C:11]=3[C:10]=2[C:9]([C:19]2[CH:24]=[C:23]([CH:25]([CH3:27])[CH3:26])[C:22]([OH:28])=[C:21]([CH:29]([CH3:31])[CH3:30])[CH:20]=2)=[C:8]2[C:3]=1[CH:4]=[CH:5][CH:6]=[CH:7]2.O[C@@H:33]([CH2:38][C:39]1[CH:44]=[CH:43][CH:42]=[CH:41][CH:40]=1)[C:34]([O:36]C)=[O:35]>>[Br:1][C:2]1[C:14]2[S:13][C:12]3[CH:15]=[CH:16][CH:17]=[CH:18][C:11]=3[C:10]=2[C:9]([C:19]2[CH:24]=[C:23]([CH:25]([CH3:26])[CH3:27])[C:22]([O:28][C@H:33]([CH2:38][C:39]3[CH:44]=[CH:43][CH:42]=[CH:41][CH:40]=3)[C:34]([OH:36])=[O:35])=[C:21]([CH:29]([CH3:31])[CH3:30])[CH:20]=2)=[C:8]2[C:3]=1[CH:4]=[CH:5][CH:6]=[CH:7]2. Reported procedure: Prepared from of 4-(6-bromo-benzo[b]naphtho[2,3-d]thiophen-11-yl)-2,6-diisopropyl-phenol (Example 40) and (S)-2-hydroxy-3-phenylpropionic acid, methyl ester (Example 96). White solid: NMR (DMSO-d6); δ13.08 (broad s, 1 H), 8.27 (d, J=8 Hz, 1 H), 8.00 (d, J=8 Hz, 1 H), 7.76 (ddd, J=8, 8, 1, 1H), 7.66-7.58 (m, 2 H), 7.43 (ddd, J=8, 8, 1 Hz, 1 H), 7.40-7.34 (m, 4 H), 7.31-7.25 (m, 1 H), 7.12 (s, 2 H), 7.08 (ddd, J=8, 8, 1, 1H), 6.36 (d, J=8 Hz, 1 H), 4.55 (t, J=7 Hz, 1 H), 3.45 (septuplet, J=7 Hz, 2... Starting materials: ClC1=C(C=NC2=CC=C(C=C12)OC)C(=O)OCC (ethyl 4-chloro-6-methoxyquinoline-3-carboxylate), N#N (N2). The reagents and catalysts are [Pd] (Pd/C). The solvent is CCO (EtOH), C(Cl)Cl (DCM). Run at time 8 hour. The product is COC=1C=C2C=C(C=NC2=CC1)C(=O)OCC (ethyl 6-methoxyquinoline-3-carboxylate). RXN SMILES: Cl[C:2]1[C:11]2[C:6](=[CH:7][CH:8]=[C:9]([O:12][CH3:13])[CH:10]=2)[N:5]=[CH:4][C:3]=1[C:14]([O:16][CH2:17][CH3:18])=[O:15].N#N>CCO.C(Cl)Cl.[Pd]>[CH3:13][O:12][C:9]1[CH:10]=[C:11]2[C:6](=[CH:7][CH:8]=1)[N:5]=[CH:4][C:3]([C:14]([O:16][CH2:17][CH3:18])=[O:15])=[CH:2]2. Procedure: To a solution of ethyl 4-chloro-6-methoxyquinoline-3-carboxylate (Step b, 18 g, 68 mmol) in EtOH (200 mL) stirred under N2 was introduced Pd/C 10% (2 g). The N2 atmosphere was replaced by H2 and the mixture was vigorously stirred at RT under H2 atmosphere (balloon) overnight. The mixture was diluted with DCM and filtered. The catalyst was washed several times with DCM. The solvents were removed under vacuum. The solid residue was suspended in EtOH and the filtered to give ethyl 6-methoxyquinolin... Starting materials: [H-].C(C(C)C)[Al+]CC(C)C (diisobutylaluminum hydride), C1(=CC=CC=C1)C (toluene), COC1=C(C=C(C=C1)OC)C1C(CCC1)CC#N ([2-(2,5-dimethoxy-phenyl)-cyclopentyl]-acetonitrile), CCOCC (ether). Run at temperature -10 celsius, time 1 hour. Yields the product COC1=C(C=C(C=C1)OC)C1C(CCC1)CC=O ([2-(2,5-Dimethoxy-phenyl)-cyclopentyl]-acetaldehyde). Yield: 76.0%. RXN SMILES: [CH3:1][O:2][C:3]1[CH:8]=[CH:7][C:6]([O:9][CH3:10])=[CH:5][C:4]=1[CH:11]1[CH2:15][CH2:14][CH2:13][CH:12]1[CH2:16][C:17]#N.[H-].C([Al+]CC(C)C)C(C)C.C1(C)C=CC=CC=1.CC[O:38]CC>>[CH3:1][O:2][C:3]1[CH:8]=[CH:7][C:6]([O:9][CH3:10])=[CH:5][C:4]=1[CH:11]1[CH2:15][CH2:14][CH2:13][CH:12]1[CH2:16][CH:17]=[O:38] |f:1.2|. Reported procedure: Dissolve [2-(2,5-dimethoxy-phenyl)-cyclopentyl]-acetonitrile (3.9 g, 16 mmol) in ether (85 ml), cool to −10° C., add diisobutylaluminum hydride 1.5M in toluene (19 ml, 29 mmol), and stir at −10° C. for 1 hour. Quench with 1N hydrochloric acid, and add ethyl acetate. Separate layers, wash organic with brine, dry, and concentrate to give the title compound (3 g, 76%): 1H NMR (CDCl3) δ 9.50-9.49 (m, 1H), 6.77-6.69 (m, 3H), 3.77 (s, 3H), 3.76 (s, 3H), 3.58-3.54 (m, 1H), 2.88-2.83 (m, 1H), 2.08-1.87 ...